From a dataset of the Open Reaction Database (ORD), a public repository of structured organic reaction records. describe an organic reaction: reactants, conditions, products, and yield The reactants are [BH4-], COC(=O)c1cc(OC)c(Br)c(OC)c1, CCOC(C)=O, [Li+], C1CCOC1, O. Yields the product COc1cc(CO)cc(OC)c1Br. Reaction SMILES: [BH4-:16].[Br:1][c:2]1[c:3]([O:14][CH3:15])[cH:4][c:5]([C:6](=[O:7])[O:8][CH3:9])[cH:10][c:11]1[O:12][CH3:13].[CH3:19][CH2:20][O:21][C:22](=[O:23])[CH3:24].[Li+:17].[O:25]1[CH2:26][CH2:27][CH2:28][CH2:29]1.[OH2:18]>>[Br:1][c:2]1[c:3]([O:14][CH3:15])[cH:4][c:5]([CH2:6][OH:7])[cH:10][c:11]1[O:12][CH3:13].